This data is from the Open Reaction Database (ORD), a public repository of structured organic reaction records. The task is: describe an organic reaction: reactants, conditions, products, and yield The reactants are CCN(CC)C(=O)Oc1ccccc1Cc2ccccc2 (substrate), OB(O)c1ccccc1 (effective_coupling_partner). Reagents/catalysts: PCy3. Reaction conditions: temperature 150 celsius, time 10 hour. Yields the product c3ccc(Cc1ccccc1c2ccccc2)cc3. Starting materials: [BH4-], CCOC(=O)C1=C(C)NC(C=O)=C(C(=O)OCC)C1c1cccs1, CCCCCC, CCO, CCOC(C)=O, [Na+]. Yields the product CCOC(=O)C1=C(C)NC(CO)=C(C(=O)OCC)C1c1cccs1. As a reaction SMILES: [BH4-:25].[CH3:1][C:2]1=[C:7]([C:8](=[O:9])[O:10][CH2:11][CH3:12])[CH:6]([c:13]2[s:14][cH:15][cH:16][cH:17]2)[C:5]([C:18](=[O:19])[O:20][CH2:21][CH3:22])=[C:4]([CH:23]=[O:24])[NH:3]1.[CH3:27][CH2:28][CH2:29][CH2:30][CH2:31][CH3:32].[CH3:33][CH2:34][OH:35].[CH3:36][CH2:37][O:38][C:39](=[O:40])[CH3:41].[Na+:26]>>[CH3:1][C:2]1=[C:7]([C:8](=[O:9])[O:10][CH2:11][CH3:12])[CH:6]([c:13]2[s:14][cH:15][cH:16][cH:17]2)[C:5]([C:18](=[O:19])[O:20][CH2:21][CH3:22])=[C:4]([CH2:23][OH:24])[NH:3]1.